Dataset: the Open Reaction Database (ORD), a public repository of structured organic reaction records. Task: describe an organic reaction: reactants, conditions, products, and yield Starting materials: C(#C)C(O)C1=CC=2C(CCC(C2C=C1)(C)C)(C)C (α-ethynyl-5,6,7,8-tetrahydro-5,5,8,8-tetramethyl-2-naphthalenemethanol), ClC1=C(C(=O)OC)C=CC(=C1)I (methyl 2-chloro-4-iodobenzoate). The product is ClC1=C(C(=O)OC)C=CC(=C1)C#CC(C1=CC=2C(CCC(C2C=C1)(C)C)(C)C)O (methyl 2-chloro-4-[3-hydroxy-3-(5,6,7,8-tetrahydro-5,5,8,8-tetramethyl-2-naphthyl)-1-propynyl)benzoate). Isolated yield 82.7%. Reaction SMILES: [C:1]([CH:3]([C:5]1[CH:14]=[CH:13][C:12]2[C:11]([CH3:16])([CH3:15])[CH2:10][CH2:9][C:8]([CH3:18])([CH3:17])[C:7]=2[CH:6]=1)[OH:4])#[CH:2].[Cl:19][C:20]1[CH:29]=[C:28](I)[CH:27]=[CH:26][C:21]=1[C:22]([O:24][CH3:25])=[O:23]>>[Cl:19][C:20]1[CH:29]=[C:28]([C:2]#[C:1][CH:3]([OH:4])[C:5]2[CH:14]=[CH:13][C:12]3[C:11]([CH3:16])([CH3:15])[CH2:10][CH2:9][C:8]([CH3:18])([CH3:17])[C:7]=3[CH:6]=2)[CH:27]=[CH:26][C:21]=1[C:22]([O:24][CH3:25])=[O:23]. Procedure details: Following the basic procedure of Example 11(d), by reacting 1.2 g (5 mmol) of α-ethynyl-5,6,7,8-tetrahydro-5,5,8,8-tetramethyl-2-naphthalenemethanol with 1.6 g (5 mmol) of methyl 2-chloro-4-iodobenzoate, 1.7 g (83%) of the expected ester was obtained in the form of a brown oil. Starting materials: C(C1=CC=CC=C1)OC1=C(OC2=CC(=CC=C2C1=O)I)C1=CC(=C(C(=C1)OC)OCC1=CC=CC=C1)OC (3-Benzyloxy-7-iodo-2-(4-benzyloxy-3,5-dimethoxyphenyl)chromen-4-one), C(Cl)Cl (DCM), C=CCCCCCCCC (1-decene), B1C2CCCC1CCC2 (9-BBN). The reagents and catalysts are Cl[Pd]Cl (dichloropalladium). Run in O1CCCC1 (tetrahydrofuran), [OH-].[Na+] (NaOH), O1CCCC1 (tetrahydrofuran), O1CCCC1 (tetrahydrofuran). Run at time 6 hour. The product is C(C1=CC=CC=C1)OC1=C(OC2=CC(=CC=C2C1=O)CCCCCCCCCC)C1=CC(=C(C(=C1)OC)OCC1=CC=CC=C1)OC (3-Benzyloxy-2-(4-benzyloxy-3,5-dimethoxy-phenyl)-7-decyl-chromen-4-one). As a reaction SMILES: [CH2:1]=[CH:2][CH2:3][CH2:4][CH2:5][CH2:6][CH2:7][CH2:8][CH2:9][CH3:10].B1C2CCCC1CCC2.[CH2:20]([O:27][C:28]1[C:37](=[O:38])[C:36]2[C:31](=[CH:32][C:33](I)=[CH:34][CH:35]=2)[O:30][C:29]=1[C:40]1[CH:45]=[C:44]([O:46][CH3:47])[C:43]([O:48][CH2:49][C:50]2[CH:55]=[CH:54][CH:53]=[CH:52][CH:51]=2)=[C:42]([O:56][CH3:57])[CH:41]=1)[C:21]1[CH:26]=[CH:25][CH:24]=[CH:23][CH:22]=1.C(Cl)Cl>O1CCCC1.[OH-].[Na+].Cl[Pd]Cl>[CH2:20]([O:27][C:28]1[C:37](=[O:38])[C:36]2[C:31](=[CH:32][C:33]([CH2:1][CH2:2][CH2:3][CH2:4][CH2:5][CH2:6][CH2:7][CH2:8][CH2:9][CH3:10])=[CH:34][CH:35]=2)[O:30][C:29]=1[C:40]1[CH:45]=[C:44]([O:46][CH3:47])[C:43]([O:48][CH2:49][C:50]2[CH:55]=[CH:54][CH:53]=[CH:52][CH:51]=2)=[C:42]([O:56][CH3:57])[CH:41]=1)[C:21]1[CH:26]=[CH:25][CH:24]=[CH:23][CH:22]=1 |f:5.6|. Reported procedure: To a stirring solution of 1-decene (0.176 g, 1.3 mmol, 1.4 eq) in tetrahydrofuran (2 ml) under argon was added 9-BBN in tetrahydrofuran (0.5M, 2.7 ml, 1.4 mmol, 1.5 eq). The reaction was stirred for 6 hours then 35 (0.560 g, 0.9 mmol) in tetrahydrofuran (5 ml), 3M NaOH solution (1.1 ml) and dichloropalladium (dppf) (0.027 g, 0.03 mmol, 0.04 eq) were added and the reaction heated to reflux for 15 hours. The reaction was then quenched with water and diethyl ether. The organic layer was collected a...